Dataset: the Open Reaction Database (ORD), a public repository of structured organic reaction records. Task: describe an organic reaction: reactants, conditions, products, and yield The reactants are C(C)N(C(=O)C1=C(C=CC(=C1)C=1C=NN(C1)CCCO)NC1=NC(=NC=C1C(F)(F)F)NC1=C(C=C(CP(OCC)(O)=O)C=C1)OC)CC (Ethyl hydrogen (4-{[4-({2-(diethylcarbamoyl)-4-[1-(3-hydroxypropyl)-1H-pyrazol-4-yl]phenyl}amino)-5-(trifluoromethyl)pyrimidin-2-yl]amino}-3-methoxybenzyl)phosphonate), OCCCN1N=CC(=C1)C1=CC(=C(C=C1)NC1=NC(=NC=C1C(F)(F)F)NC1=C(C=C(CP(OCC)(OCC)=O)C=C1)OC)C(NOC)=O (diethyl (4-{[4-({4-[1-(3-hydroxypropyl)-1H-pyrazol-4-yl]-2-(methoxycarbamoyl)phenyl}amino)-5-(trifluoromethyl)pyrimidin-2-yl]amino}-3-methoxybenzyl)phosphonate), OCCCN1N=CC(=C1)C1=CC(=C(C=C1)NC1=NC(=NC=C1C(F)(F)F)NC1=C(C=C(CP(OCC)(OCC)=O)C=C1)OC)C(NOC)=O (diethyl (4-{[4-({4-[1-(3-hydroxypropyl)-1H-pyrazol-4-yl]-2-(methoxycarbamoyl)phenyl}amino)-5-(trifluoromethyl)pyrimidin-2-yl]amino}-3-methoxybenzyl)phosphonate). Product: OCCCN1N=CC(=C1)C1=CC(=C(C=C1)NC1=NC(=NC=C1C(F)(F)F)NC1=C(C=C(CP(OCC)(O)=O)C=C1)OC)C(NOC)=O (Ethyl hydrogen (4-{[4-({4-[1-(3-hydroxypropyl)-1H-pyrazol-4-yl]-2-(methoxycarbamoyl)phenyl}amino)-5-(trifluoromethyl)pyrimidin-2-yl]amino}-3-methoxybenzyl)phosphonate). Yield: 98.7%. As a reaction SMILES: C(N(CC)C(C1C=C(C2C=NN(CCCO)C=2)C=CC=1NC1C(C(F)(F)F)=CN=C(NC2C=CC(CP(=O)(O)OCC)=CC=2OC)N=1)=O)C.[OH:50][CH2:51][CH2:52][CH2:53][N:54]1[CH:58]=[C:57]([C:59]2[CH:64]=[CH:63][C:62]([NH:65][C:66]3[C:71]([C:72]([F:75])([F:74])[F:73])=[CH:70][N:69]=[C:68]([NH:76][C:77]4[CH:91]=[CH:90][C:80]([CH2:81][P:82](=[O:89])([O:86]CC)[O:83][CH2:84][CH3:85])=[CH:79][C:78]=4[O:92][CH3:93])[N:67]=3)=[C:61]([C:94](=[O:98])[NH:95][O:96][CH3:97])[CH:60]=2)[CH:56]=[N:55]1>>[OH:50][CH2:51][CH2:52][CH2:53][N:54]1[CH:58]=[C:57]([C:59]2[CH:64]=[CH:63][C:62]([NH:65][C:66]3[C:71]([C:72]([F:74])([F:73])[F:75])=[CH:70][N:69]=[C:68]([NH:76][C:77]4[CH:91]=[CH:90][C:80]([CH2:81][P:82](=[O:86])([OH:89])[O:83][CH2:84][CH3:85])=[CH:79][C:78]=4[O:92][CH3:93])[N:67]=3)=[C:61]([C:94](=[O:98])[NH:95][O:96][CH3:97])[CH:60]=2)[CH:56]=[N:55]1. Procedure: Prepared analogously to Compound 3A using diethyl (4-{[4-({4-[1-(3-hydroxypropyl)-1H-pyrazol-4-yl]-2-(methoxycarbamoyl)phenyl}amino)-5-(trifluoromethyl)pyrimidin-2-yl]amino}-3-methoxybenzyl)phosphonate (Compound 26B, 114 mg, 161 μmol) to afford 108 mg of the title compound (99%). MS (ESI): m/z=680.75 [M+H]+. UPLC: tR=1.02 min (UPLC-SQD: analytical—2 min).